This data is from the Open Reaction Database (ORD), a public repository of structured organic reaction records. The task is: describe an organic reaction: reactants, conditions, products, and yield Run at temperature 60 celsius, time 5 hour. RXN SMILES: [F:1][C:2]1[CH:11]=[C:10]2[C:5]([CH2:6][CH2:7][CH2:8][C:9]2=[CH:12][C:13]#[N:14])=[CH:4][CH:3]=1.N.[H][H].[ClH:18]>[Ni].C(OCC)C>[ClH:18].[F:1][C:2]1[CH:11]=[C:10]2[C:5]([CH2:6][CH2:7][CH2:8][CH:9]2[CH2:12][CH2:13][NH2:14])=[CH:4][CH:3]=1 |f:6.7|. The product is Cl.FC1=CC=C2CCCC(C2=C1)CCN (2-(7-Fluoro-1,2,3,4-tetrahydro-1-naphthyl)-1-ethylamine hydrochloride). Procedure details: 0.011 mol of the compound obtained in Step F is dissolved in 100 ml of 95° alcohol and introduced into a 400 ml autoclave; 0.5 g of Raney nickel is then added. The solution is saturated with ammonia gas, and hydrogen is introduced until a pressure of 50 bars is obtained. The reaction mixture is stirred for 5 hours at 60° C. and is then cooled, filtered and evaporated under reduced pressure. The oil obtained is dissolved in anhydrous ethyl ether and a solution of ethyl ether saturated with gaseou... Reagents/catalysts: [Ni] (Raney nickel). Starting materials: N (ammonia), Cl (hydrogen chloride), FC1=CC=C2CCCC(C2=C1)=CC#N (2-[7-Fluoro-3,4-dihydro-1(2H)-naphthalenylidene]acetonitrile), [H][H] (hydrogen). Run in C(C)OCC (ethyl ether), C(C)OCC (ethyl ether), alcohol. Reactants: O (water), CC1=C(OCC#N)C(=CC=C1)COCCCNC1=NC2=CC=CC=C2C=C1 ({2-Methyl-6-[3-(quinolin-2-ylamino)-propoxymethyl]-phenoxy}-acetonitrile), Cl (HCl), [OH-].[Na+] (NaOH). The solvent is C(C)O (ethanol). Conditions: temperature 60 celsius. The product is CC1=C(OCC(=O)O)C(=CC=C1)COCCCNC1=NC2=CC=CC=C2C=C1 ({2-Methyl-6-[3-(quinolin-2-ylamino)-propoxvmethyl]-phenoxy}-acetic Acid). RXN SMILES: [CH3:1][C:2]1[CH:11]=[CH:10][CH:9]=[C:8]([CH2:12][O:13][CH2:14][CH2:15][CH2:16][NH:17][C:18]2[CH:27]=[CH:26][C:25]3[C:20](=[CH:21][CH:22]=[CH:23][CH:24]=3)[N:19]=2)[C:3]=1[O:4][CH2:5][C:6]#N.[OH-:28].[Na+].Cl.[OH2:31]>C(O)C>[CH3:1][C:2]1[CH:11]=[CH:10][CH:9]=[C:8]([CH2:12][O:13][CH2:14][CH2:15][CH2:16][NH:17][C:18]2[CH:27]=[CH:26][C:25]3[C:20](=[CH:21][CH:22]=[CH:23][CH:24]=3)[N:19]=2)[C:3]=1[O:4][CH2:5][C:6]([OH:31])=[O:28] |f:1.2|. Procedure: {2-Methyl-6-[3-(quinolin-2-ylamino)-propoxymethyl]-phenoxy}-acetonitrile (270 mg, 0.75 mmol) is dissolved in ethanol (6 mL). 10 N NaOH (750 μL, 7.5 mmol) is added, and the contents are heated to 60° C. for 4 hrs. The reaction is cooled to r.t. 2 N HCl (3.75 mL, 7.5 mmol) is added and the pH is adjusted to ˜4-6. The contents are poured into water (150 mL) and extracted with ethyl acetate (3×75 mL). The organic fractions were pooled and washed with brine (3×100 mL), dried over MgSO4, filtered and ... The reactants are CN.CO (methylamine methanol), C(C)(C)(C)OC(N(C)C(CC=C)(C=O)C1=CC(=C(C=C1)Cl)Cl)=O (tert-Butyl[1-(3,4-dichlorophenyl)-1-formyl-3-butenyl]methylcarbamate), C(#N)[BH3-].[Na+] (sodium cyanoborohydride). The solvent is CO (methanol). Yields the product C(C)(C)(C)OC(N(C)C(CC=C)(CNC)C1=CC(=C(C=C1)Cl)Cl)=O (tert-butyl[1-(3,4-dichlorophenyl)-1-methylaminomethyl-3-butenyl]methylcarbamate). Yield: 68.0%. Reaction SMILES: [C:1]([O:5][C:6](=[O:23])[N:7]([C:9]([C:15]1[CH:20]=[CH:19][C:18]([Cl:21])=[C:17]([Cl:22])[CH:16]=1)([CH:13]=O)[CH2:10][CH:11]=[CH2:12])[CH3:8])([CH3:4])([CH3:3])[CH3:2].CN.CO.[C:28]([BH3-])#[N:29].[Na+]>CO>[C:1]([O:5][C:6](=[O:23])[N:7]([C:9]([C:15]1[CH:20]=[CH:19][C:18]([Cl:21])=[C:17]([Cl:22])[CH:16]=1)([CH2:13][NH:29][CH3:28])[CH2:10][CH:11]=[CH2:12])[CH3:8])([CH3:4])([CH3:3])[CH3:2] |f:1.2,3.4|. Procedure: tert-Butyl[1-(3,4-dichlorophenyl)-1-formyl-3-butenyl]methylcarbamate (35 g) was dissolved in methanol (350 mL), and 40% methylamine-methanol solution (44 mL) was added thereto, followed by refluxing for 15 hours. The reaction mixture was cooled to room temperature, and sodium cyanoborohydride (12.5 g) was added thereto, followed by refluxing for 7 hours. The reaction mixture was concentrated under reduced pressure, and the residue was purified through silica gel column chromatography (sequential... Starting materials: ClC=1C=C(C=C2CN(C(C12)=O)CC1=CC=C(C=C1)OC(F)(F)F)OCC1=CC=C(C=C1)OC (7-Chloro-5-(4-methoxy-benzyloxy)-2-(4-trifluoromethoxy-benzyl)-2,3-dihydro-isoindol-1-one). Run in FC(C(=O)O)(F)F (trifluoroacetic acid), ClCCl (dichloromethane). The product is ClC=1C=C(C=C2CN(C(C12)=O)CC1=CC=C(C=C1)OC(F)(F)F)O (7-Chloro-5-hydroxy-2-(4-trifluoromethoxy-benzyl)-2,3-dihydro-isoindol-1-one). Isolated yield 50.0%. RXN SMILES: [Cl:1][C:2]1[CH:3]=[C:4]([O:24]CC2C=CC(OC)=CC=2)[CH:5]=[C:6]2[C:10]=1[C:9](=[O:11])[N:8]([CH2:12][C:13]1[CH:18]=[CH:17][C:16]([O:19][C:20]([F:23])([F:22])[F:21])=[CH:15][CH:14]=1)[CH2:7]2>FC(F)(F)C(O)=O.ClCCl>[Cl:1][C:2]1[CH:3]=[C:4]([OH:24])[CH:5]=[C:6]2[C:10]=1[C:9](=[O:11])[N:8]([CH2:12][C:13]1[CH:18]=[CH:17][C:16]([O:19][C:20]([F:21])([F:22])[F:23])=[CH:15][CH:14]=1)[CH2:7]2. Procedure details: 7-Chloro-5-(4-methoxy-benzyloxy)-2-(4-trifluoromethoxy-benzyl)-2,3-dihydro-isoindol-1-one (5.0 mg) was dissolved in a 1:1 mixture of trifluoroacetic acid and dichloromethane. The reaction was stirred over the weekend. The mixture was then washed with water, brine, dried over sodium sulfate, filtered and concentrated to provide the title compound (1.87 mg). 1H NMR (300 MHz, CDCl3): δ 7.36 (d, 2H), 7.20 (d, 2H), 6.94 (s, 1H), 6.76 (s, 1H), 4.76 (s, 2H), 4.19 (s, 2H). The reactants are CO, O=C(C1CCCCCC1)N1CCNCC1, CC(C)O, COc1cc2nc(Cl)nc(N)c2cc1OC. The product is COc1cc2nc(N3CCN(C(=O)C4CCCCCC4)CC3)nc(N)c2cc1OC, Cl. Reaction SMILES: [CH3:36][OH:37].[CH:1]1([C:8](=[O:9])[N:10]2[CH2:11][CH2:12][NH:13][CH2:14][CH2:15]2)[CH2:2][CH2:3][CH2:4][CH2:5][CH2:6][CH2:7]1.[CH:32]([OH:33])([CH3:34])[CH3:35].[Cl:16][c:17]1[n:18][c:19]2[cH:20][c:21]([O:30][CH3:31])[c:22]([O:28][CH3:29])[cH:23][c:24]2[c:25]([NH2:27])[n:26]1>>[CH:1]1([C:8](=[O:9])[N:10]2[CH2:11][CH2:12][N:13]([c:17]3[n:18][c:19]4[cH:20][c:21]([O:30][CH3:31])[c:22]([O:28][CH3:29])[cH:23][c:24]4[c:25]([NH2:27])[n:26]3)[CH2:14][CH2:15]2)[CH2:2][CH2:3][CH2:4][CH2:5][CH2:6][CH2:7]1.[ClH:16]. Reactants: [N+](=O)([O-])C1=C(C=CC(=C1)[N+](=O)[O-])O (2,4-dinitrophenol), C([O-])([O-])=O.[K+].[K+] (potassium carbonate), BrCC=CCBr (1,4-dibromo-2-butene). Solvent: CN1CCCC1=O (NMP). Run at temperature 45 celsius. The product is BrCC=CCOC1=C(C=C(C=C1)[N+](=O)[O-])[N+](=O)[O-] (1-bromo-4-(2,4-dinitrophenyloxy)but-2-ene). The yield is 46.7%. Reaction SMILES: [N+:1]([C:4]1[CH:9]=[C:8]([N+:10]([O-:12])=[O:11])[CH:7]=[CH:6][C:5]=1[OH:13])([O-:3])=[O:2].C(=O)([O-])[O-].[K+].[K+].[Br:20][CH2:21][CH:22]=[CH:23][CH2:24]Br>CN1C(=O)CCC1>[Br:20][CH2:21][CH:22]=[CH:23][CH2:24][O:13][C:5]1[CH:6]=[CH:7][C:8]([N+:10]([O-:12])=[O:11])=[CH:9][C:4]=1[N+:1]([O-:3])=[O:2] |f:1.2.3|. Procedure details: A mixture of 2,4-dinitrophenol (4.6 g, 80 wt %), potassium carbonate (4.2 g), NMP (40 mL) and 1,4-dibromo-2-butene (12.8 g) was heated to 45° C. for 2 hr. Extraction in the normal fashion and Kugelrohr distillation of the excess dibromide (0.1 mm Hg, 80° C.) gave 1-bromo-4-(2,4-dinitrophenyloxy)but-2-ene (3.7 g, mp 55-57° C.). The reactants are NC1CN(CC1)C(=O)OCC (ethyl 3-aminopyrrolidinecarboxylate), O (water), [OH-].[Na+] (sodium hydroxide), C(OCC)(=O)Cl (ethyl carbonochloridate), C(=S)=S (carbon disulfide). Run at time 30 minute. The product is 25, N(=C=S)C1CN(CC1)C(=O)OCC (ethyl 3-isothiocyanato-1-pyrrolidinecarboxylate). The yield is 39.0%. RXN SMILES: O.[OH-].[Na+].[NH2:4][CH:5]1[CH2:9][CH2:8][N:7]([C:10]([O:12][CH2:13][CH3:14])=[O:11])[CH2:6]1.C(Cl)(=O)OCC.[C:21](=S)=[S:22]>>[N:4]([CH:5]1[CH2:9][CH2:8][N:7]([C:10]([O:12][CH2:13][CH3:14])=[O:11])[CH2:6]1)=[C:21]=[S:22] |f:1.2|. Procedure: (a-2) To 192 parts of cooled water were added portionwise 12.8 parts of sodium hydroxide. Upon complete addition, 25.3 parts of carbon disulfide were added and stirring was continued for 30 minutes at 10° C. 55 Parts of ethyl 3-aminopyrrolidinecarboxylate were added and the whole was stirred for 30 minutes at 10° C. 34.8 Parts of ethyl carbonochloridate were added dropwise (exothermic reaction) and stirring was continued for 4 hours at 60° C. After cooling, the product was extracted with methylb... Starting materials: CC1(C)C=C(c2cccc[n+]2[O-])c2cc(Br)ccc2O1, C#CC(C)(C)O, Clc1ccc(-c2ccccc2)cn1, ClCCl, CCOC(=O)N=NC(=O)OCC, c1ccc(P(c2ccccc2)c2ccccc2)cc1. The product is C#CC(C)(C)Oc1ccc(Br)cc1. Reaction SMILES: [Br:1][c:2]1[cH:3][cH:4][c:5]2[c:6]([cH:20]1)[C:7]([c:13]1[cH:14][cH:15][cH:16][cH:17][n+:18]1[O-:19])=[CH:8][C:9]([CH3:11])([CH3:12])[O:10]2.[CH3:34][C:35]([OH:36])([C:37]#[CH:38])[CH3:39].[Cl:21][c:22]1[cH:23][cH:24][c:25](-[c:26]2[cH:27][cH:28][cH:29][cH:30][cH:31]2)[cH:32][n:33]1.[Cl:71][CH2:72][Cl:73].[O:40]=[C:41]([O:42][CH2:43][CH3:44])[N:45]=[N:46][C:47]([O:48][CH2:49][CH3:50])=[O:51].[c:52]1([P:53]([c:54]2[cH:55][cH:56][cH:57][cH:58][cH:59]2)[c:60]2[cH:61][cH:62][cH:63][cH:64][cH:65]2)[cH:66][cH:67][cH:68][cH:69][cH:70]1>>[Br:1][c:2]1[cH:3][cH:4][c:5]([O:10][C:9]([C:8]#[CH:7])([CH3:11])[CH3:12])[cH:6][cH:20]1.